From a dataset of the Open Reaction Database (ORD), a public repository of structured organic reaction records. describe an organic reaction: reactants, conditions, products, and yield Starting materials: N#Cc1ccc(B(O)O)cc1, O=C([O-])[O-], CCOC(=O)CN(Cc1ccc(OC)cc1OC)Cc1nc(Br)sc1C(=O)OCC, [Cs+], [Cs+], C1COCCO1, c1ccc(P(c2ccccc2)(c2ccccc2)[Pd](P(c2ccccc2)(c2ccccc2)c2ccccc2)(P(c2ccccc2)(c2ccccc2)c2ccccc2)P(c2ccccc2)(c2ccccc2)c2ccccc2)cc1. Yields the product CCOC(=O)CN(Cc1ccc(OC)cc1OC)Cc1nc(-c2ccc(C#N)cc2)sc1C(=O)OCC. RXN SMILES: [C:31](#[N:32])[c:33]1[cH:34][cH:35][c:36]([B:39]([OH:40])[OH:41])[cH:37][cH:38]1.[C:42](=[O:43])([O-:44])[O-:45].[CH2:1]([CH3:2])[O:3][C:4](=[O:5])[c:6]1[c:7]([CH2:12][N:13]([CH2:14][C:15](=[O:16])[O:17][CH2:18][CH3:19])[CH2:20][c:21]2[c:22]([O:29][CH3:30])[cH:23][c:24]([O:27][CH3:28])[cH:25][cH:26]2)[n:8][c:9]([Br:11])[s:10]1.[Cs+:46].[Cs+:47].[O:48]1[CH2:49][CH2:50][O:51][CH2:52][CH2:53]1.[cH:54]1[cH:55][cH:56][c:57]([P:58]([Pd:59]([P:60]([c:61]2[cH:62][cH:63][cH:64][cH:65][cH:66]2)([c:67]2[cH:68][cH:69][cH:70][cH:71][cH:72]2)[c:73]2[cH:74][cH:75][cH:76][cH:77][cH:78]2)([P:79]([c:80]2[cH:81][cH:82][cH:83][cH:84][cH:85]2)([c:86]2[cH:87][cH:88][cH:89][cH:90][cH:91]2)[c:92]2[cH:93][cH:94][cH:95][cH:96][cH:97]2)[P:98]([c:99]2[cH:100][cH:101][cH:102][cH:103][cH:104]2)([c:105]2[cH:106][cH:107][cH:108][cH:109][cH:110]2)[c:111]2[cH:112][cH:113][cH:114][cH:115][cH:116]2)([c:117]2[cH:118][cH:119][cH:120][cH:121][cH:122]2)[c:123]2[cH:124][cH:125][cH:126][cH:127][cH:128]2)[cH:129][cH:130]1>>[CH2:1]([CH3:2])[O:3][C:4](=[O:5])[c:6]1[c:7]([CH2:12][N:13]([CH2:14][C:15](=[O:16])[O:17][CH2:18][CH3:19])[CH2:20][c:21]2[c:22]([O:29][CH3:30])[cH:23][c:24]([O:27][CH3:28])[cH:25][cH:26]2)[n:8][c:9](-[c:36]2[cH:35][cH:34][c:33]([C:31]#[N:32])[cH:38][cH:37]2)[s:10]1. Reactants: Cl.CCO (HCl EtOH), C(C)(C)(C)OC(N(C)CCC1=CC=CC=2N(C(NC21)=O)CC2=CC=CC=C2)=O ([2-(1-Benzyl-2-oxo-2,3-dihydro-1H-benzoimidazol-4-yl)-ethyl]-methyl-carbamic acid tert-butyl ester), C(C)OCC (diethyl ether). Solvent: O1CCCC1 (tetrahydrofuran). The product is Cl.C(C1=CC=CC=C1)N1C(NC2=C1C=CC=C2CCNC)=O (1-benzyl-4-(2-methylamino-ethyl)-1,3-dihydro-benzoimidazol-2-one hydrochloride salt). Reaction SMILES: C(O[C:6](=O)[N:7]([CH2:9][CH2:10][C:11]1[C:19]2[NH:18][C:17](=[O:20])[N:16]([CH2:21][C:22]3[CH:27]=[CH:26][CH:25]=[CH:24][CH:23]=3)[C:15]=2[CH:14]=[CH:13][CH:12]=1)C)(C)(C)C.[ClH:29].CCO.C(OCC)C>O1CCCC1>[ClH:29].[CH2:21]([N:16]1[C:15]2[CH:14]=[CH:13][CH:12]=[C:11]([CH2:10][CH2:9][NH:7][CH3:6])[C:19]=2[NH:18][C:17]1=[O:20])[C:22]1[CH:23]=[CH:24][CH:25]=[CH:26][CH:27]=1 |f:1.2,5.6|. Procedure details: [2-(1-Benzyl-2-oxo-2,3-dihydro-1H-benzoimidazol-4-yl)-ethyl]-methyl-carbamic acid tert-butyl ester (31 mg) was dissolved in 2.0 ml of tetrahydrofuran and 100 uL of 2.0 N HCl/EtOH was added. The solution was heated on a steam bath for 30 minutes and then after cooling diethyl ether was slowly added to produce 10 mg of 1-benzyl-4-(2-methylamino-ethyl)-1,3-dihydro-benzoimidazol-2-one hydrochloride salt as a colorless powder. MS: 282 (M+H)−. The reactants are ClC=1C=CC(=C(C1)C1=CC(N(C=C1OC)C(C(=O)OC(C)(C)C)C[C@H]1OCCCC1)=O)OC(F)F (tert-butyl 2-{4-[5-chloro-2-(difluoromethoxy)phenyl]-5-methoxy-2-oxopyridin-1(2H)-yl}-3-[(2S)-tetrahydro-2H-pyran-2-yl]propanoate), C(=O)(C(F)(F)F)O (TFA). The product is ClC=1C=CC(=C(C1)C1=CC(N(C=C1OC)C(C(=O)O)C[C@H]1OCCCC1)=O)OC(F)F (2-{4-[5-Chloro-2-(difluoromethoxy)phenyl]-5-methoxy-2-oxopyridin-1(2H)-yl}-3-[(2S)-tetrahydro-2H-pyran-2-yl]propanoic acid). RXN SMILES: [Cl:1][C:2]1[CH:3]=[CH:4][C:5]([O:32][CH:33]([F:35])[F:34])=[C:6]([C:8]2[C:13]([O:14][CH3:15])=[CH:12][N:11]([CH:16]([CH2:24][C@@H:25]3[CH2:30][CH2:29][CH2:28][CH2:27][O:26]3)[C:17]([O:19]C(C)(C)C)=[O:18])[C:10](=[O:31])[CH:9]=2)[CH:7]=1.C(O)(C(F)(F)F)=O>>[Cl:1][C:2]1[CH:3]=[CH:4][C:5]([O:32][CH:33]([F:35])[F:34])=[C:6]([C:8]2[C:13]([O:14][CH3:15])=[CH:12][N:11]([CH:16]([CH2:24][C@@H:25]3[CH2:30][CH2:29][CH2:28][CH2:27][O:26]3)[C:17]([OH:19])=[O:18])[C:10](=[O:31])[CH:9]=2)[CH:7]=1. Procedure details: 311 mg (purity 90%, 0.55 mmol) of tert-butyl 2-{4-[5-chloro-2-(difluoromethoxy)phenyl]-5-methoxy-2-oxopyridin-1(2H)-yl}-3-[(2S)-tetrahydro-2H-pyran-2-yl]propanoate (mixture of enantiomerically pure diastereomers 1 and 2) were hydrolysed with TFA according to General Method 6A. Yield: 312 mg (purity 87%, quant.) Starting materials: NC(C=1C=C(C=CC1)C(=O)NCC1=CC=C(C=C1)CCC(=O)OCC)=NO (Ethyl 4-[[[[3-[amino(hydroxyimino)methyl]phenyl]carbonyl)amino]methyl]benzenepropanoate), 60C, C(C)#N (acetonitrile). The solvent is [Pd] (Pd/C). Product: NN=CC=1C=C(C=CC1)C(=O)NCC1=CC=C(C=C1)CCC(=O)OCC (Ethyl 4-[[[[3-(aminoiminomethyl)phenyl]carbonyl]amino]methyl]benzenepropanoate). As a reaction SMILES: [NH2:1][C:2](=NO)[C:3]1[CH:4]=[C:5]([C:9]([NH:11][CH2:12][C:13]2[CH:18]=[CH:17][C:16]([CH2:19][CH2:20][C:21]([O:23][CH2:24][CH3:25])=[O:22])=[CH:15][CH:14]=2)=[O:10])[CH:6]=[CH:7][CH:8]=1.C(#[N:30])C>[Pd]>[NH2:30][N:1]=[CH:2][C:3]1[CH:4]=[C:5]([C:9]([NH:11][CH2:12][C:13]2[CH:18]=[CH:17][C:16]([CH2:19][CH2:20][C:21]([O:23][CH2:24][CH3:25])=[O:22])=[CH:15][CH:14]=2)=[O:10])[CH:6]=[CH:7][CH:8]=1. Procedure: The compound of Example 13 (0.49 g, 1.3 mmol) was dissolved in ACOH and hydrogenated with 4% Pd/C (53% wet, 0.050 g) in a Parr Shaker (60 psi, 60C). The catalyst was filtered off and the filtrate concentrated in vacuo to give a white solid. The solid was slurried with acetonitrile and the resulting white solid was collected by vacuum filtration (0.423 g). The reactants are [Mg+2].[Cl-].[Cl-] (MgCl2), ClC1=NC(=CC(=N1)Cl)Cl (2,4,6-trichloropyrimidine), II (iodine). The solvent is C1CCOC1 (THF), C1CCOC1 (THF). Conditions: temperature 25 celsius, time 1 hour. Product: IC=1C(=NC(=NC1Cl)Cl)Cl (5-iodo-2,4,6-trichloropyrimidine). Yield: 77.6%. As a reaction SMILES: [Cl:1][C:2]1[N:7]=[C:6]([Cl:8])[CH:5]=[C:4]([Cl:9])[N:3]=1.[Mg+2].[Cl-].[Cl-].[I:13]I>C1COCC1>[I:13][C:5]1[C:4]([Cl:9])=[N:3][C:2]([Cl:1])=[N:7][C:6]=1[Cl:8] |f:1.2.3|. Procedure: A dry, argon-filled Schlenk tube with a magnetic stirrer bar and septum is initially charged with 2,4,6-trichloropyrimidine (184 mg, 1 mmol) in anhydrous THF (1 ml). After adding (TMP)2Zn.MgCl2 (3.16 ml, 1.2 mmol) at 25° C., the mixture is stirred for 1 h. Then a solution of iodine (355 mg, 1.4 mmol), dissolved in anhydrous THF (2 ml), is added dropwise and the reaction mixture is stirred at 25° C. for 1 h. After dilution with aqueous sat. NH4Cl solution (30 ml) and extraction with ethyl acetate... Reactants: [BH4-].[Na+] (sodium borohydride), Cl (hydrochloric acid), C1(=CC=CC=C1)C1CC(=NO1)C=1N=C(SC1)C1=CC=NC=C1 (4-[4-(4,5-dihydro-5-phenyl-3-isoxazolyl)-2-thiazolyl]pyridine), C1(=CC=CC=C1)C1CC(=NO1)C=1N=C(SC1)C1=CC=NC=C1 (4-[4-(4,5-dihydro-5-phenyl-3-isoxazolyl)-2-thiazolyl]pyridine), C(C1=CC=CC=C1)Br (benzyl bromide). Run in O (water), C1(=CC=CC=C1)C (toluene). Reaction conditions: temperature 100 celsius, time 2 hour. The product is C1(=CC=CC=C1)C1CC(=NO1)C=1N=C(SC1)C=1CCN(CC1)CC1=CC=CC=C1 (4-[4-(4,5-dihydro-5-phenyl-3-isoxazolyl)-2-thiazolyl]-1,2,3,6-tetrahydro-1-(phenylmethyl)pyridine). Reaction SMILES: [C:1]1([CH:7]2[O:11][N:10]=[C:9]([C:12]3[N:13]=[C:14]([C:17]4[CH:22]=[CH:21][N:20]=[CH:19][CH:18]=4)[S:15][CH:16]=3)[CH2:8]2)[CH:6]=[CH:5][CH:4]=[CH:3][CH:2]=1.[CH2:23](Br)[C:24]1[CH:29]=[CH:28][CH:27]=[CH:26][CH:25]=1.[BH4-].[Na+].Cl>C1(C)C=CC=CC=1.O>[C:1]1([CH:7]2[O:11][N:10]=[C:9]([C:12]3[N:13]=[C:14]([C:17]4[CH2:18][CH2:19][N:20]([CH2:23][C:24]5[CH:29]=[CH:28][CH:27]=[CH:26][CH:25]=5)[CH2:21][CH:22]=4)[S:15][CH:16]=3)[CH2:8]2)[CH:2]=[CH:3][CH:4]=[CH:5][CH:6]=1 |f:2.3|. Procedure details: To a solution of 4-[4-(4,5-dihydro-5-phenyl-3-isoxazolyl)-2-thiazolyl]pyridine (i.e. the product of Example 13, Step A) (0.60 g, 1.95 mmol) in toluene (10 mL) was added benzyl bromide (0.670 g, 3.90 mmol), and the reaction mixture was heated to 100° C. for 12 h. Then the reaction mixture was cooled to room temperature. The solid that precipitated out was filtered and dried. The solid was dissolved in methanol (10 mL), and sodium borohydride (0.072 g, 1.95 mmol) was added in portions. The reactio... Starting materials: BrC1=NN(C2=NC3=CC(=CC=C3C=C21)OC)CCN(C)C (3-bromo-1-[2-(dimethylamino)ethyl]-7-methoxy-1H-pyrazolo[3,4-b]quinoline), compound, ClC(=O)OC(C)Cl (α-chloroethyl chloroformate). Run in C(Cl)Cl (methylene dichloride), C(Cl)Cl (methylene dichloride). Product: BrC1=NN(C2=NC3=CC(=CC=C3C=C21)OC)CCNC (3-bromo-7-methoxy-1-(2-methylaminoethyl)-1H-pyrazolo[3,4-b]quinoline). As a reaction SMILES: [Br:1][C:2]1[C:14]2[C:5](=[N:6][C:7]3[C:12]([CH:13]=2)=[CH:11][CH:10]=[C:9]([O:15][CH3:16])[CH:8]=3)[N:4]([CH2:17][CH2:18][N:19](C)[CH3:20])[N:3]=1.ClC(OC(Cl)C)=O>C(Cl)Cl>[Br:1][C:2]1[C:14]2[C:5](=[N:6][C:7]3[C:12]([CH:13]=2)=[CH:11][CH:10]=[C:9]([O:15][CH3:16])[CH:8]=3)[N:4]([CH2:17][CH2:18][NH:19][CH3:20])[N:3]=1. Procedure: 3-Bromo-7-methoxy-1-(2-methylaminoethyl)-1H-pyrazolo[3,4-b]quinoline was prepared by demethylation of 3-bromo-1-[2-(dimethylamino)ethyl]-7-methoxy-1H-pyrazolo[3,4-b]quinoline (Example 37) by the method of J. Org. Chem. 49, 2081 (1984), as follows: to a mixture of 15 g of the compound of Example 37 and 150 ml methylene dichloride at 0° C. was added dropwise a solution of 6.7 g α-chloroethyl chloroformate in 30 ml methylene dichloride. The reaction mixture was heated at reflux for one hour and the... The reactants are CCOC(C)=O, O=C(Cl)Cl, Nc1nc2cc(C(F)(F)F)ccc2s1. The product is O=C=Nc1nc2cc(C(F)(F)F)ccc2s1. As a reaction SMILES: [CH3:19][CH2:20][O:21][C:22](=[O:23])[CH3:24].[Cl:1][C:2]([Cl:3])=[O:4].[NH2:5][c:6]1[s:7][c:8]2[c:9]([n:10]1)[cH:11][c:12]([C:15]([F:16])([F:17])[F:18])[cH:13][cH:14]2>>[C:2](=[O:4])=[N:5][c:6]1[s:7][c:8]2[c:9]([n:10]1)[cH:11][c:12]([C:15]([F:16])([F:17])[F:18])[cH:13][cH:14]2.